Dataset: the Open Reaction Database (ORD), a public repository of structured organic reaction records. Task: describe an organic reaction: reactants, conditions, products, and yield Starting materials: CN(CCCN=C=NCC)C (1-(3-dimethylaminopropyl)-3-ethyl carbodiimide), CC=1N=C(SC1C(=O)O)C1=CC=C(C=C1)C(F)(F)F (4-methyl-2-[4-(trifluoromethyl)phenyl]-1,3-thiazole-5-carboxylic acid), C([C@H](O)[C@@H](O)C(=O)O)(=O)O.C(C)OC(COC1=C(C=CC(=C1)C1CNCCC1)C)=O ((2-methyl-5-piperidin-3-yl-phenoxy)-acetic acid ethyl ester L-tartaric acid salt). Run in C(C)OCC (diethyl ether), C(C)(=O)OCC (ethyl acetate). Conditions: time 24 hour. Yields the product C(C)OC(COC1=C(C=CC(=C1)C1CN(CCC1)C(=O)C1=C(N=C(S1)C1=CC=C(C=C1)C(F)(F)F)C)C)=O ((2-methyl-5-{1-[4-methyl-2-(4-trifluoromethyl-phenyl)-thiazole-5-carbonyl]-piperidin-3-yl}-phenoxy)-acetic acid ethyl ester). The yield is 78.6%. Reaction SMILES: C(O)(=O)[C@@H]([C@H](C(O)=O)O)O.[CH2:11]([O:13][C:14](=[O:30])[CH2:15][O:16][C:17]1[CH:22]=[C:21]([CH:23]2[CH2:28][CH2:27][CH2:26][NH:25][CH2:24]2)[CH:20]=[CH:19][C:18]=1[CH3:29])[CH3:12].CN(C)CCCN=C=NCC.[CH3:42][C:43]1[N:44]=[C:45]([C:51]2[CH:56]=[CH:55][C:54]([C:57]([F:60])([F:59])[F:58])=[CH:53][CH:52]=2)[S:46][C:47]=1[C:48](O)=[O:49]>C(OCC)(=O)C.C(OCC)C>[CH2:11]([O:13][C:14](=[O:30])[CH2:15][O:16][C:17]1[CH:22]=[C:21]([CH:23]2[CH2:28][CH2:27][CH2:26][N:25]([C:48]([C:47]3[S:46][C:45]([C:51]4[CH:52]=[CH:53][C:54]([C:57]([F:60])([F:58])[F:59])=[CH:55][CH:56]=4)=[N:44][C:43]=3[CH3:42])=[O:49])[CH2:24]2)[CH:20]=[CH:19][C:18]=1[CH3:29])[CH3:12] |f:0.1|. Procedure details: (2-methyl-5-piperidin-3-yl-phenoxy)-acetic acid ethyl ester L-tartaric acid salt (147 mg, 0.34 mmol) was dissolved in 50 mL ethyl acetate and washed with 50 mL saturated aqueous NaHCO3. The organic phase was dried over Na2SO4 and concentrated under reduced pressure. The resultant oil was taken up in 2 mL CH2Cl2 and 1-(3-dimethylaminopropyl)-3-ethyl carbodiimide (132 mg, 0.69 mmol) and 4-methyl-2-[4-(trifluoromethyl)phenyl]-1,3-thiazole-5-carboxylic acid (99 mg, 0.34 mmol) were added. The reactio... Starting materials: C(C)OC1=CC2=C(C(=N[C@@H]3CCN(C[C@H]23)C)C2=CC=C(C(=O)O)C=C2)C=C1OC (4-((4aR,10bS)-9-ethoxy-8-methoxy-2-methyl-1,2,3,4,4a,10b-hexahydro-benzo[c][1,6]naphthyridin-6-yl)benzoic acid), C(#N)C1=CC=C(COC[C@H](C)NC(C)C)C=C1 (N—[(S)-2-(4-cyano-benzyloxy)-1-methyl-ethyl]-N-isopropyl-amine). Product: C(#N)C1=CC=C(COC[C@H](C)N(C(C2=CC=C(C=C2)C2=N[C@@H]3CCN(C[C@@H]3C3=C2C=C(C(=C3)OCC)OC)C)=O)C(C)C)C=C1 (N—[(S)-2-(4-Cyano-benzyloxy)-1-methyl-ethyl]-4-((4aR,10bS)-9-ethoxy-8-methoxy-2-methyl-1,2,3,4,4a,10b-hexahydro-benzo[c][1,6]naphthyridin-6-yl)-N-isopropyl-benzamide). Reaction SMILES: [CH2:1]([O:3][C:4]1[C:27]([O:28][CH3:29])=[CH:26][C:7]2[C:8]([C:17]3[CH:25]=[CH:24][C:20]([C:21](O)=[O:22])=[CH:19][CH:18]=3)=[N:9][C@H:10]3[C@@H:15]([C:6]=2[CH:5]=1)[CH2:14][N:13]([CH3:16])[CH2:12][CH2:11]3)[CH3:2].[C:30]([C:32]1[CH:46]=[CH:45][C:35]([CH2:36][O:37][CH2:38][C@@H:39]([NH:41][CH:42]([CH3:44])[CH3:43])[CH3:40])=[CH:34][CH:33]=1)#[N:31]>>[C:30]([C:32]1[CH:46]=[CH:45][C:35]([CH2:36][O:37][CH2:38][C@@H:39]([N:41]([CH:42]([CH3:43])[CH3:44])[C:21](=[O:22])[C:20]2[CH:19]=[CH:18][C:17]([C:8]3[C:7]4[CH:26]=[C:27]([O:28][CH3:29])[C:4]([O:3][CH2:1][CH3:2])=[CH:5][C:6]=4[C@@H:15]4[C@@H:10]([CH2:11][CH2:12][N:13]([CH3:16])[CH2:14]4)[N:9]=3)=[CH:25][CH:24]=2)[CH3:40])=[CH:34][CH:33]=1)#[N:31]. Reported procedure: Prepared from 4-((4aR,10bS)-9-ethoxy-8-methoxy-2-methyl-1,2,3,4,4a,10b-hexahydro-benzo[c][1,6]naphthyridin-6-yl)benzoic acid and N—[(S)-2-(4-cyano-benzyloxy)-1-methyl-ethyl]-N-isopropyl-amine as described for example 1 Starting materials: FC1=C(OC2=CC3=C(C=N2)C=NN3C(C)=O)C=CC(=C1)F (1-[6-(2,4-difluorophenoxy)pyrazolo[4,3-c]pyridine-1-yl]ethanone), C(=O)(O)[O-].[Na+] (NaHCO3). Solvent: Cl (hydrochloric acid). Yields the product FC1=C(OC2=CC3=C(C=N2)C=NN3)C=CC(=C1)F (6-(2,4-difluorophenoxy)-1H-pyrazolo[4,3-c]pyridine). The yield is 94.5%. As a reaction SMILES: [F:1][C:2]1[CH:20]=[C:19]([F:21])[CH:18]=[CH:17][C:3]=1[O:4][C:5]1[N:10]=[CH:9][C:8]2[CH:11]=[N:12][N:13](C(=O)C)[C:7]=2[CH:6]=1.C([O-])(O)=O.[Na+]>Cl>[F:1][C:2]1[CH:20]=[C:19]([F:21])[CH:18]=[CH:17][C:3]=1[O:4][C:5]1[N:10]=[CH:9][C:8]2[CH:11]=[N:12][NH:13][C:7]=2[CH:6]=1 |f:1.2|. Procedure: A mixture of 1-[6-(2,4-difluorophenoxy)pyrazolo[4,3-c]pyridine-1-yl]ethanone (0.26 g) in 15 mL of 20% aqueous hydrochloric acid was heated for 3 hours on a steam bath, cooled, neutralized with NaHCO3, and extracted with CH2Cl2 to give 0.21 g of 6-(2,4-difluorophenoxy)-1H-pyrazolo[4,3-c]pyridine (95% yield). Mass Spec. M+H=248.